describe an organic reaction: reactants, conditions, products, and yield From a dataset of the Open Reaction Database (ORD), a public repository of structured organic reaction records. The reactants are ClC1=NC=CC(=N1)C1=NC(=NC=N1)NC1CCOCC1 (4-(2-chloro-4-pyrimidinyl)-N-(tetrahydro-2H-pyran-4-yl)-1,3,5-triazin-2-amine), ClC1=NC=CC(=N1)C1=NC(=NC=N1)NC1CCOCC1 (4-(2-chloro-4-pyrimidinyl)-N-(tetrahydro-2H-pyran-4-yl)-1,3,5-triazin-2-amine), ClC1=C(N)C(=CC=C1)C (2-chloro-6-methylaniline), C([O-])([O-])=O.[Cs+].[Cs+] (cesium carbonate), (±)-BINAP. Reagents/catalysts: C=1C=CC(=CC1)/C=C/C(=O)/C=C/C2=CC=CC=C2.C=1C=CC(=CC1)/C=C/C(=O)/C=C/C2=CC=CC=C2.C=1C=CC(=CC1)/C=C/C(=O)/C=C/C2=CC=CC=C2.[Pd].[Pd] (tris(dibenzylideneacetone)dipalladium(0)). Solvent: C1(=CC=CC=C1)C (toluene). Product: ClC1=C(C(=CC=C1)C)NC1=NC=CC(=N1)C1=NC(=NC=N1)NC1CCOCC1 (4-[2-[(2-chloro-6-methylphenyl)amino]-4-pyrimidinyl]-N-(tetrahydro-2H-pyran-4yl)-1,3,5-triazin-2-amine). As a reaction SMILES: Cl[C:2]1[N:7]=[C:6]([C:8]2[N:13]=[CH:12][N:11]=[C:10]([NH:14][CH:15]3[CH2:20][CH2:19][O:18][CH2:17][CH2:16]3)[N:9]=2)[CH:5]=[CH:4][N:3]=1.[Cl:21][C:22]1[CH:28]=[CH:27][CH:26]=[C:25]([CH3:29])[C:23]=1[NH2:24].C(=O)([O-])[O-].[Cs+].[Cs+]>C1(C)C=CC=CC=1.C1C=CC(/C=C/C(/C=C/C2C=CC=CC=2)=O)=CC=1.C1C=CC(/C=C/C(/C=C/C2C=CC=CC=2)=O)=CC=1.C1C=CC(/C=C/C(/C=C/C2C=CC=CC=2)=O)=CC=1.[Pd].[Pd]>[Cl:21][C:22]1[CH:28]=[CH:27][CH:26]=[C:25]([CH3:29])[C:23]=1[NH:24][C:2]1[N:7]=[C:6]([C:8]2[N:13]=[CH:12][N:11]=[C:10]([NH:14][CH:15]3[CH2:20][CH2:19][O:18][CH2:17][CH2:16]3)[N:9]=2)[CH:5]=[CH:4][N:3]=1 |f:2.3.4,6.7.8.9.10|. Procedure details: To a solution of 4-(2-chloro-4-pyrimidinyl)-N-(tetrahydro-2H-pyran-4-yl)-1,3,5-triazin-2-amine (i.e., the product of Step A) (125 mg, 0.42 mmol) in toluene (4.0 mL) under nitrogen was added 2-chloro-6-methylaniline (180 mg, 1.27 mmol), cesium carbonate (273 mg, 0.84 mmol), tris(dibenzylideneacetone)dipalladium(0) (20 mg, 0.022 mmol), and ((±)-BINAP) (28 mg, 0.044 mmol), and the resulting mixture was stirred and heated at reflux for 6 h. After cooling to room temperature, the mixture was concentr... Procedure: 18.1 g of 5-cyano-2,4,6-triiodoisophthalic acid dichloride is combined in 750 ml of dioxane at 80° C. with 7.1 g of 1-amino-2,3-propanediol and stirred for 2 hours. The mixture is then separated from the precipitated hydrochloride of 1-amino-2,3-propanediol, and the filtrate is concentrated under vacuum. The residue is extracted by boiling with 800 ml of ethyl acetate. After concentration and cooling, 11.7 g (59% of theory) of 5-cyano-3-[N-(2,3-dihydroxypropyl)carbamoyl]-2,4,6-triiodobenzoyl chl... Run in O1CCOCC1 (dioxane). RXN SMILES: [C:1]([C:3]1[C:4]([I:17])=[C:5]([C:14]([Cl:16])=[O:15])[C:6]([I:13])=[C:7]([C:11]=1[I:12])[C:8](Cl)=[O:9])#[N:2].[NH2:18][CH2:19][CH:20]([OH:23])[CH2:21][OH:22]>O1CCOCC1>[C:1]([C:3]1[C:11]([I:12])=[C:7]([C:8](=[O:9])[NH:18][CH2:19][CH:20]([OH:23])[CH2:21][OH:22])[C:6]([I:13])=[C:5]([C:4]=1[I:17])[C:14]([Cl:16])=[O:15])#[N:2]. Conditions: time 2 hour. Product: C(#N)C=1C(=C(C(=C(C(=O)Cl)C1I)I)C(NCC(CO)O)=O)I (5-CYANO-3-[N-(2,3-DIHYDROXYPROPYL)CARBAMOYL]-2,4,6-TRIIODOBENZOYL CHLORIDE). Reactants: NCC(CO)O (1-amino-2,3-propanediol), C(#N)C=1C(=C(C(=C(C(=O)Cl)C1I)I)C(=O)Cl)I (5-cyano-2,4,6-triiodoisophthalic acid dichloride). The reactants are C(C1=CC=CC=C1)(C1=CC=CC=C1)(C1=CC=CC=C1)Cl (trityl chloride), NC=1SC=C(N1)C(C(=O)OCC)=NOC (ethyl 2-(2-amino-4-thiazolyl)-2-(methoxyimino)-acetate), CN(C=O)C (dimethylformamide), Cl (hydrochloric acid). Run in C(C)N(CC)CC (triethylamine), C(Cl)Cl (methylene chloride). The product is C(C1=CC=CC=C1)(C1=CC=CC=C1)(C1=CC=CC=C1)NC=1SC=C(N1)C(C(=O)OCC)=NOC (ethyl 2-(2-tritylamino-4-thiazolyl)-2-methoxyimino-acetate). RXN SMILES: [C:1](Cl)([C:14]1[CH:19]=[CH:18][CH:17]=[CH:16][CH:15]=1)([C:8]1[CH:13]=[CH:12][CH:11]=[CH:10][CH:9]=1)[C:2]1[CH:7]=[CH:6][CH:5]=[CH:4][CH:3]=1.[NH2:21][C:22]1[S:23][CH:24]=[C:25]([C:27](=[N:33][O:34][CH3:35])[C:28]([O:30][CH2:31][CH3:32])=[O:29])[N:26]=1.CN(C)C=O.Cl>C(N(CC)CC)C.C(Cl)Cl>[C:1]([NH:21][C:22]1[S:23][CH:24]=[C:25]([C:27](=[N:33][O:34][CH3:35])[C:28]([O:30][CH2:31][CH3:32])=[O:29])[N:26]=1)([C:14]1[CH:19]=[CH:18][CH:17]=[CH:16][CH:15]=1)([C:8]1[CH:13]=[CH:12][CH:11]=[CH:10][CH:9]=1)[C:2]1[CH:7]=[CH:6][CH:5]=[CH:4][CH:3]=1. Reported procedure: 15.1 g of trityl chloride were added over 20 minutes to a cooled mixture of 11.45 g of the product of Step A, 23 ml of dry dimethylformamide, 45 ml of dry methylene chloride and 7 ml of triethylamine and 50 ml of hydrochloric acid were added thereto with stirring. The mixture was decanted and the aqueous phase was extracted with methylene chloride. The organic extracts were washed with water, reextracted, dried and vacuum filtered. The filtrate was evaporated to dryness to obtain 30.1 g of raw a... Starting materials: N1=CC=CC=C1 (pyridine), CS(=O)(=O)Cl (methanesulfonyl chloride), O (water), saturated solution, [Cl-].[Na+] (sodium chloride), NC=1C=C(C=2CN(C(C2C1)=O)C(CCC)CCC)C(=O)OC (methyl 6-amino-1-oxo-2-(1-propylbutyl)isoindoline-4-carboxylate). Solvent: ClCCl (dichloromethane), ClCCl (dichloromethane). Run at temperature 0 celsius, time 12 hour. Yields the product CS(=O)(=O)NC=1C=C(C=2CN(C(C2C1)=O)C(CCC)CCC)C(=O)OC (methyl 6-[(methylsulfonyl)amino]-1-oxo-2-(1-propylbutyl)isoindoline-4-carboxylate). Isolated yield 91.4%. As a reaction SMILES: N1C=CC=CC=1.[CH3:7][S:8](Cl)(=[O:10])=[O:9].O.[Cl-].[Na+].[NH2:15][C:16]1[CH:17]=[C:18]([C:33]([O:35][CH3:36])=[O:34])[C:19]2[CH2:20][N:21]([CH:26]([CH2:30][CH2:31][CH3:32])[CH2:27][CH2:28][CH3:29])[C:22](=[O:25])[C:23]=2[CH:24]=1>ClCCl>[CH3:7][S:8]([NH:15][C:16]1[CH:17]=[C:18]([C:33]([O:35][CH3:36])=[O:34])[C:19]2[CH2:20][N:21]([CH:26]([CH2:30][CH2:31][CH3:32])[CH2:27][CH2:28][CH3:29])[C:22](=[O:25])[C:23]=2[CH:24]=1)(=[O:10])=[O:9] |f:3.4|. Procedure details: In a three-necked flask, 500 mg of methyl 6-amino-1-oxo-2-(1-propylbutyl)isoindoline-4-carboxylate are dissolved in 5 cm3 of dichloromethane. 150 μl of pyridine are added and the reaction mixture is cooled to a temperature in the vicinity of 0° C. 188 mg of methanesulfonyl chloride are added over 15 min, then the mixture is left to return to a temperature in the vicinity of 25° C. and stirred for 12 h. 5 cm3 of distilled water and 20 cm3 of a saturated solution of sodium chloride are added succe...